This data is from the Open Reaction Database (ORD), a public repository of structured organic reaction records. The task is: describe an organic reaction: reactants, conditions, products, and yield Starting materials: [Al+3], COc1cc(OC)cc(OC)c1, [Cl-], [Cl-], [Cl-], COc1ccc(Nc2nc(Cl)nc(NC3CCCCCC3)n2)cc1Cl, CC(Cl)Cl, O. Yields the product COc1cc(OC)c(-c2nc(Nc3ccc(OC)c(Cl)c3)nc(NC3CCCCCC3)n2)c(OC)c1. As a reaction SMILES: [Al+3:39].[CH3:26][O:27][c:28]1[cH:29][c:30]([O:31][CH3:32])[cH:33][c:34]([O:35][CH3:36])[cH:37]1.[Cl-:38].[Cl-:40].[Cl-:41].[Cl:1][c:2]1[n:3][c:4]([NH:18][CH:19]2[CH2:20][CH2:21][CH2:22][CH2:23][CH2:24][CH2:25]2)[n:5][c:6]([NH:8][c:9]2[cH:10][c:11]([Cl:17])[c:12]([O:15][CH3:16])[cH:13][cH:14]2)[n:7]1.[Cl:43][CH:44]([Cl:45])[CH3:46].[OH2:42]>>[c:2]1(-[c:29]2[c:28]([O:27][CH3:26])[cH:37][c:34]([O:35][CH3:36])[cH:33][c:30]2[O:31][CH3:32])[n:3][c:4]([NH:18][CH:19]2[CH2:20][CH2:21][CH2:22][CH2:23][CH2:24][CH2:25]2)[n:5][c:6]([NH:8][c:9]2[cH:10][c:11]([Cl:17])[c:12]([O:15][CH3:16])[cH:13][cH:14]2)[n:7]1. The reactants are CCOC(=O)/N=N/C(=O)OCC (Diethylazodicarboxylate), C(C)(C)(C)OC(N(C)CCO)=O ((2-hydroxy-ethyl)-methyl-carbamic acid tert-butyl ester), ON1C(C=2C(C1=O)=CC=CC2)=O (N-hydroxyphthalimide), C1(=CC=CC=C1)P(C1=CC=CC=C1)C1=CC=CC=C1 (triphenylphosphine). Run in O1CCCC1 (tetrahydrofuran). Conditions: time 22 hour. The product is C(C)(C)(C)OC(N(C)CCON1C(C2=CC=CC=C2C1=O)=O)=O ([2-(1,3-dioxo-1,3-dihydro-isoindol-2-yloxy)-ethyl]-methyl-carbamic acid tert-butyl ester). Yield: 98.7%. As a reaction SMILES: CCOC(/N=N/C(OCC)=O)=O.[C:13]([O:17][C:18](=[O:24])[N:19]([CH2:21][CH2:22][OH:23])[CH3:20])([CH3:16])([CH3:15])[CH3:14].O[N:26]1[C:30](=[O:31])[C:29]2=[CH:32][CH:33]=[CH:34][CH:35]=[C:28]2[C:27]1=[O:36].C1(P(C2C=CC=CC=2)C2C=CC=CC=2)C=CC=CC=1>O1CCCC1>[C:13]([O:17][C:18](=[O:24])[N:19]([CH2:21][CH2:22][O:23][N:26]1[C:30](=[O:31])[C:29]2[C:28](=[CH:35][CH:34]=[CH:33][CH:32]=2)[C:27]1=[O:36])[CH3:20])([CH3:16])([CH3:14])[CH3:15]. Reported procedure: Diethylazodicarboxylate was added dropwise over 45 min to a stirring solution of (2-hydroxy-ethyl)-methyl-carbamic acid tert-butyl ester (7.10 g, 40.5 mmol), N-hydroxyphthalimide (7.17 g, 44.0 mmol) and triphenylphosphine (11.5 g, 43.8 mmol) in tetrahydrofuran (150 mL). The resultant reaction mixture was stirred 22 h at ambient temperature and was concentrated in vacuo to a thick oil. Chloroform (200 mL) was added and the resultant solution was chilled to affect crystallization of diethyl 1,2-hy... Starting materials: N(=O)[O-].[Na+] (sodium nitrite), NC=1SC(=NN1)C1=CC=CC=C1 (2-amino-5-phenyl-[1,3,4]thiadiazole), Cl (hydrochloric acid), ice water. Reagents/catalysts: [Cu] (copper). Run in O (water), C(C)(=O)O (acetic acid). Reaction conditions: temperature 0 celsius, time 4 hour. Product: ClC=1SC(=NN1)C1=CC=CC=C1 (2-Chloro-5-phenyl-[1,3,4]thiadiazole). RXN SMILES: N[C:2]1[S:3][C:4]([C:7]2[CH:12]=[CH:11][CH:10]=[CH:9][CH:8]=2)=[N:5][N:6]=1.N([O-])=O.[Na+].[ClH:17]>C(O)(=O)C.O.[Cu]>[Cl:17][C:2]1[S:3][C:4]([C:7]2[CH:12]=[CH:11][CH:10]=[CH:9][CH:8]=2)=[N:5][N:6]=1 |f:1.2|. Procedure details: A stirred suspension of 2-amino-5-phenyl-[1,3,4]thiadiazole (6.45 g, 36.4 mmol; Aldrich) and copper (230 mg, 3.6 mmol; Aldrich) in hydrochloric acid (36 mL, 12 M) and glacial acetic acid (180 mL) was chilled to 0° C. and treated with a solution of sodium nitrite (2.64 g, 38.2 mmol; Aldrich) in water (12 mL), added dropwise over 40 minutes. After stirring at room temperature for 4 hours, the mixture was poured into ice water. The aqueous solution was extracted with chloroform (3×), and the combin... Reactants: [OH-].[NH4+] (ammonium hydroxide), ClC1=CC(=NC2=CC=C(C=C12)Cl)C1=CC=C(C=C1)C (4,6-dichloro-2-(4-methylphenyl)quinoline), N1CCC(C(=O)N)CC1 (isonipecotamide), C1(=CC=CC=C1)O (phenol), [I-].[Na+] (sodium iodide). The reagents and catalysts are [Cu] (copper). The solvent is O (water), CCOCC (ether), C(C)(=O)OCC (ethyl acetate). The product is ClC=1C=C2C(=CC(=NC2=CC1)C1=CC=C(C=C1)C)N1CCC(CC1)C(=O)N (1-[6-chloro-2-(4-methylphenyl)-4-quinolinyl]-4-piperidinecarboxamide). RXN SMILES: Cl[C:2]1[C:11]2[C:6](=[CH:7][CH:8]=[C:9]([Cl:12])[CH:10]=2)[N:5]=[C:4]([C:13]2[CH:18]=[CH:17][C:16]([CH3:19])=[CH:15][CH:14]=2)[CH:3]=1.[NH:20]1[CH2:28][CH2:27][CH:23]([C:24]([NH2:26])=[O:25])[CH2:22][CH2:21]1.C1(O)C=CC=CC=1.[I-].[Na+].[OH-].[NH4+]>O.[Cu].CCOCC.C(OCC)(=O)C>[Cl:12][C:9]1[CH:10]=[C:11]2[C:6](=[CH:7][CH:8]=1)[N:5]=[C:4]([C:13]1[CH:18]=[CH:17][C:16]([CH3:19])=[CH:15][CH:14]=1)[CH:3]=[C:2]2[N:20]1[CH2:28][CH2:27][CH:23]([C:24]([NH2:26])=[O:25])[CH2:22][CH2:21]1 |f:3.4,5.6|. Procedure details: A mixture of 2.02 g (7 mmol) of 4,6-dichloro-2-(4-methylphenyl)quinoline, 1.6 g (12 mmol) of isonipecotamide, 5 g of phenol, and small amounts of sodium iodide and copper powder were stirred and heated at 160° for 4 hr. The reaction mixture was then diluted to 50 ml with water and made alkaline by the addition of concentrated ammonium hydroxide. The addition of ethyl acetate and ether induced the crystallization of 2.7 g of crude damp product. mp 260°-265°. The above-named compound was obtained ... The reactants are ClC=1N(C=C(N1)[N+](=O)[O-])C[C@@](CO)(C)O ((R)-2-chloro-1-(2,3-dihydroxy-2-methylpropyl)-4-nitroimidazole), C(C)(C)N(C(C)C)CC (N,N-diisopropylethylamine), FC(C1=CC=C(C=NN2CCN(CC2)C(=O)Cl)C=C1)(F)F (4-(4-trifluoromethylbenzylideneamino)piperazine-1-carbonylchloride). Reagents/catalysts: CN(C1=CC=NC=C1)C (4-dimethylaminopyridine). Run in C1(=CC=CC=C1)C (toluene), C(C)(=O)OCC (ethyl acetate). Conditions: temperature 100 celsius, time 2.5 hour. The product is FC(C1=CC=C(C=NN2CCN(CC2)C(=O)OC[C@](CN2C(=NC(=C2)[N+](=O)[O-])Cl)(C)O)C=C1)(F)F ((R)-3-(2-chloro-4-nitroimidazol-1-yl)-2-hydroxy-2-methylpropyl 4-(4-trifluoromethylbenzylideneamino)piperazine-1-carboxylate). The yield is 100.0%. As a reaction SMILES: [Cl:1][C:2]1[N:3]([CH2:10][C@:11]([OH:15])([CH3:14])[CH2:12][OH:13])[CH:4]=[C:5]([N+:7]([O-:9])=[O:8])[N:6]=1.C(N(CC)C(C)C)(C)C.[F:25][C:26]([F:45])([F:44])[C:27]1[CH:43]=[CH:42][C:30]([CH:31]=[N:32][N:33]2[CH2:38][CH2:37][N:36]([C:39](Cl)=[O:40])[CH2:35][CH2:34]2)=[CH:29][CH:28]=1>CN(C)C1C=CN=CC=1.C1(C)C=CC=CC=1.C(OCC)(=O)C>[F:45][C:26]([F:25])([F:44])[C:27]1[CH:43]=[CH:42][C:30]([CH:31]=[N:32][N:33]2[CH2:34][CH2:35][N:36]([C:39]([O:13][CH2:12][C@@:11]([OH:15])([CH3:14])[CH2:10][N:3]3[CH:4]=[C:5]([N+:7]([O-:9])=[O:8])[N:6]=[C:2]3[Cl:1])=[O:40])[CH2:37][CH2:38]2)=[CH:29][CH:28]=1. Reported procedure: (R)-2-Chloro-1-(2,3-dihydroxy-2-methylpropyl)-4-nitroimidazole prepared in Example 10 (2.75 g, 11.66 mmol), N,N-diisopropylethylamine (2.71 ml, 15.54 mmol) and 4-dimethylaminopyridine (0.19 g, 1.55 mmol) were added to a suspension of 4-(4-trifluoromethylbenzylideneamino)piperazine-1-carbonylchloride (2.48 g, 7.77 mmol) in toluene (40 ml) followed by stirring at 100° C. for 2.5 hours. The reaction mixture was diluted with ethyl acetate, washed with 10% hydrochloric acid, dried over magnesium sulf... Reactants: [Cl-], Nc1n[nH]c2nc(-c3ccc(NC(=O)Nc4cc(C(F)(F)F)ccc4F)cc3)ccc12, O, c1ccncc1, O=C(O)c1ccsc1. Product: O=C(Nc1ccc(-c2ccc3c(NC(=O)c4ccsc4)n[nH]c3n2)cc1)Nc1cc(C(F)(F)F)ccc1F. Reaction SMILES: [Cl-:32].[NH2:1][c:2]1[n:3][nH:4][c:5]2[n:6][c:7](-[c:11]3[cH:12][cH:13][c:14]([NH:17][C:18](=[O:19])[NH:20][c:21]4[c:22]([F:31])[cH:23][cH:24][c:25]([C:27]([F:28])([F:29])[F:30])[cH:26]4)[cH:15][cH:16]3)[cH:8][cH:9][c:10]12.[OH2:41].[cH:42]1[cH:43][cH:44][n:45][cH:46][cH:47]1.[s:33]1[cH:34][c:35]([C:38](=[O:39])[OH:40])[cH:36][cH:37]1>>[NH:1]([c:2]1[n:3][nH:4][c:5]2[n:6][c:7](-[c:11]3[cH:12][cH:13][c:14]([NH:17][C:18](=[O:19])[NH:20][c:21]4[c:22]([F:31])[cH:23][cH:24][c:25]([C:27]([F:28])([F:29])[F:30])[cH:26]4)[cH:15][cH:16]3)[cH:8][cH:9][c:10]12)[C:38]([c:35]1[cH:34][s:33][cH:37][cH:36]1)=[O:39]. The reactants are C1(=CC=CC=C1)COC1=CC2=C(OCO2)C=C1 (5-phenylmethoxy-1,3-benzodioxole), BrN1C(CCC1=O)=O (N-bromosuccinimide), O (H2O). Run in CN(C)C=O (DMF), CN(C)C=O (DMF). Run at time 24 hour. Yields the product BrC=1C(=CC2=C(OCO2)C1)OCC1=CC=CC=C1 (6-Bromo-5-(phenylmethoxy)-1,3-benzodioxole). RXN SMILES: [Br:1]N1C(=O)CCC1=O.[C:9]1([CH2:15][O:16][C:17]2[CH:25]=[CH:24][C:20]3[O:21][CH2:22][O:23][C:19]=3[CH:18]=2)[CH:14]=[CH:13][CH:12]=[CH:11][CH:10]=1.O>CN(C=O)C>[Br:1][C:25]1[C:17]([O:16][CH2:15][C:9]2[CH:10]=[CH:11][CH:12]=[CH:13][CH:14]=2)=[CH:18][C:19]2[O:23][CH2:22][O:21][C:20]=2[CH:24]=1. Procedure: To a solution of N-bromosuccinimide (10.7 g, 0.06 mol) in dry DMF (70 ml) was added dropwise and with stirring a solution of 5-phenylmethoxy-1,3-benzodioxole (13.68, 0.06 mol) in dry DMF (80 ml). The resulting solution was stirred for 24 h at room temperature, poured into 300 ml of H2O and extracted with chloroform (3×70 ml). The organic layer was washed with brine, dried (MgSO4) and concentrated under reduced pressure. The residue was recrystallized from absolute EtOH affording 17.4 g (94.5%) o... Reactants: CN=C(SC)S(=O)(=O)[O-], Cc1[nH]cnc1CSCCN, CC#N. Yields the product CNC(=NCCSCc1nc[nH]c1C)S(=O)(=O)O. Reaction SMILES: [CH3:12][S:13][C:14]([S:15](=[O:16])(=[O:17])[O-:18])=[N:19][CH3:20].[CH3:1][c:2]1[c:3]([CH2:7][S:8][CH2:9][CH2:10][NH2:11])[n:4][cH:5][nH:6]1.[CH3:21][C:22]#[N:23]>>[CH3:1][c:2]1[c:3]([CH2:7][S:8][CH2:9][CH2:10][N:11]=[C:14]([S:15](=[O:16])(=[O:17])[OH:18])[NH:19][CH3:20])[n:4][cH:5][nH:6]1. Reactants: O=C([O-])O, CCOC(C)=O, CCOCCn1c(N2CCCN(CCC3(c4ccccc4)CCNC3)CC2)nc2ccccc21, COc1ccc(Cn2cnnn2)cc1C(=O)Cl, CCCCCC, CC(C)=O, CCOC(C)=O, [Na+]. Product: CCOCCn1c(N2CCCN(CCC3(c4ccccc4)CCN(C(=O)c4cc(Cn5cnnn5)ccc4OC)C3)CC2)nc2ccccc21. RXN SMILES: [C:35](=[O:36])([OH:37])[O-:38].[C:63]([O:64][CH2:65][CH3:66])(=[O:67])[CH3:68].[CH2:1]([CH3:2])[O:3][CH2:4][CH2:5][n:6]1[c:7]([N:15]2[CH2:16][CH2:17][N:18]([CH2:22][CH2:23][C:24]3([c:29]4[cH:30][cH:31][cH:32][cH:33][cH:34]4)[CH2:25][NH:26][CH2:27][CH2:28]3)[CH2:19][CH2:20][CH2:21]2)[n:8][c:9]2[c:10]1[cH:11][cH:12][cH:13][cH:14]2.[CH3:40][O:41][c:42]1[c:43]([C:44](=[O:45])[Cl:46])[cH:47][c:48]([CH2:51][n:52]2[n:53][n:54][n:55][cH:56]2)[cH:49][cH:50]1.[CH3:57][CH2:58][CH2:59][CH2:60][CH2:61][CH3:62].[CH3:69][C:70](=[O:71])[CH3:72].[CH3:73][CH2:74][O:75][C:76](=[O:77])[CH3:78].[Na+:39]>>[CH2:1]([CH3:2])[O:3][CH2:4][CH2:5][n:6]1[c:7]([N:15]2[CH2:16][CH2:17][N:18]([CH2:22][CH2:23][C:24]3([c:29]4[cH:30][cH:31][cH:32][cH:33][cH:34]4)[CH2:25][N:26]([C:44]([c:43]4[c:42]([O:41][CH3:40])[cH:50][cH:49][c:48]([CH2:51][n:52]5[n:53][n:54][n:55][cH:56]5)[cH:47]4)=[O:45])[CH2:27][CH2:28]3)[CH2:19][CH2:20][CH2:21]2)[n:8][c:9]2[c:10]1[cH:11][cH:12][cH:13][cH:14]2. The reagents and catalysts are Karstedt's catalyst, [Pt] (platinum), [Pt] (platinum). Reaction conditions: temperature 90 celsius. Reported procedure: Into a 500 ml round-bottom flask, equipped with an addition funnel, thermometer, condenser and a magnetic stirrer, were charged 1,2,4-trivinylcyclohexane (50 grams, 0.31 mole, from Acros Organics) and platinum catalyst (10 ppm of H2PtCl6 solution from Sigma-Aldrich). The mixture was heated to 90° C. and dry air was bubbled into the reaction mixture. Trimethoxysilane (124 grams, 1.02 mole, from Momentive), was added to the flask using an addition funnel over a 70-minute period at such a rate as t... Yields the product CO[Si](CCC1C(CC(CC1)CC[Si](OC)(OC)OC)CC[Si](OC)(OC)OC)(OC)OC (1,2,4-tris-[2-(trimethoxy-silanyl)-ethyl]cyclohexane). Reactants: Pt, CO[SiH](OC)OC (Trimethoxysilane), C(=C)C1C(CC(CC1)C=C)C=C (1,2,4-trivinylcyclohexane). RXN SMILES: [CH:1]([CH:3]1[CH2:8][CH2:7][CH:6]([CH:9]=[CH2:10])[CH2:5][CH:4]1[CH:11]=[CH2:12])=[CH2:2].[CH3:13][O:14][SiH:15]([O:18][CH3:19])[O:16][CH3:17]>[Pt]>[CH3:13][O:14][Si:15]([O:18][CH3:19])([O:16][CH3:17])[CH2:2][CH2:1][CH:3]1[CH2:8][CH2:7][CH:6]([CH2:9][CH2:10][Si:15]([O:18][CH3:19])([O:16][CH3:17])[O:14][CH3:13])[CH2:5][CH:4]1[CH2:11][CH2:12][Si:15]([O:18][CH3:19])([O:16][CH3:17])[O:14][CH3:13].